From a dataset of the Open Reaction Database (ORD), a public repository of structured organic reaction records. describe an organic reaction: reactants, conditions, products, and yield Starting materials: BrC=1C=CC2=C(C(OCC(N2)=O)(C2=CC=CC=C2)C2=CC=CC=C2)C1 (7-bromo-5,5-diphenyl-1,5-dihydro-4,1-benzoxazepin-2(3H)-one), ClC=1C=C(C=CC1F)B(O)O (3-chloro-4-fluoro benzeneboronic acid). The product is C1C(=O)NC2=C(C=C(C=C2)C3=CC(=C(C=C3)F)Cl)C(O1)(C4=CC=CC=C4)C5=CC=CC=C5 (7-(3-Chloro-4-fluorophenyl)-5,5-diphenyl-1,5-dihydro-4,1-benzoxazepin-2(H)-one). RXN SMILES: Br[C:2]1[CH:3]=[CH:4][C:5]2[NH:11][C:10](=[O:12])[CH2:9][O:8][C:7]([C:19]3[CH:24]=[CH:23][CH:22]=[CH:21][CH:20]=3)([C:13]3[CH:18]=[CH:17][CH:16]=[CH:15][CH:14]=3)[C:6]=2[CH:25]=1.[Cl:26][C:27]1[CH:28]=[C:29](B(O)O)[CH:30]=[CH:31][C:32]=1[F:33]>>[CH2:9]1[O:8][C:7]([C:19]2[CH:24]=[CH:23][CH:22]=[CH:21][CH:20]=2)([C:13]2[CH:18]=[CH:17][CH:16]=[CH:15][CH:14]=2)[C:6]2[CH:25]=[C:2]([C:29]3[CH:30]=[CH:31][C:32]([F:33])=[C:27]([Cl:26])[CH:28]=3)[CH:3]=[CH:4][C:5]=2[NH:11][C:10]1=[O:12]. Procedure details: Prepared from 7-bromo-5,5-diphenyl-1,5-dihydro-4,1-benzoxazepin-2(3H)-one and 3-chloro-4-fluoro benzeneboronic acid generally according to the coupling procedure described in example 1. 1H NMR (DMSO-d6): δ 10.17 (s, 1H), 7.65 (dd, J=8.3, 2.44 Hz, 1H), 7.50 (dd, J=7.32, 2.44 Hz, 1H), 7.34-7.43 (m, 7H), 7.25 (d, J=8.3 Hz, 1H), 7.22-7.24 (m, 1H), 7.16-7.19 (m, 4H), 6.75 (d, 1.95 Hz, 1H), 4.26 (s, 2H); MS (ESI) m/z 442/444 ([M−H]−); Anal. calcd for C27H19ClFNO2: C, 73.06; H, 4.31; N, 3.16. Found: C,... The reactants are C(C)(C)(C)OC(NC1=C(C=C(C(=C1)OC)C(F)(F)F)NC(CC(C1=CC(=CC=C1)C=1C=NC=CC1)=O)=O)=O ({5-methoxy-2-[3-oxo-3-(3-pyridin-3-yl-phenyl)-propionylamino]-4-trifluoromethyl-phenyl}-carbamic acid tert-butyl ester), C(=O)(C(F)(F)F)O (TFA). Run in C(Cl)Cl (CH2Cl2). Product: COC1=CC2=C(NC(CC(=N2)C2=CC(=CC=C2)C=2C=NC=CC2)=O)C=C1C(F)(F)F (7-Methoxy-4-(3-pyridin-3-yl-phenyl)-8-trifluoromethyl-1,3-dihydro-benzo[b][1,4]diazepin-2-one), solid. Yield: 66.0%. RXN SMILES: C(OC(=O)[NH:7][C:8]1[CH:13]=[C:12]([O:14][CH3:15])[C:11]([C:16]([F:19])([F:18])[F:17])=[CH:10][C:9]=1[NH:20][C:21](=[O:37])[CH2:22][C:23](=O)[C:24]1[CH:29]=[CH:28][CH:27]=[C:26]([C:30]2[CH:31]=[N:32][CH:33]=[CH:34][CH:35]=2)[CH:25]=1)(C)(C)C.C(O)(C(F)(F)F)=O>C(Cl)Cl>[CH3:15][O:14][C:12]1[C:11]([C:16]([F:19])([F:18])[F:17])=[CH:10][C:9]2[NH:20][C:21](=[O:37])[CH2:22][C:23]([C:24]3[CH:29]=[CH:28][CH:27]=[C:26]([C:30]4[CH:31]=[N:32][CH:33]=[CH:34][CH:35]=4)[CH:25]=3)=[N:7][C:8]=2[CH:13]=1. Procedure: The title compound was prepared from {5-methoxy-2-[3-oxo-3-(3-pyridin-3-yl-phenyl)-propionylamino]-4-trifluoromethyl-phenyl}-carbamic acid tert-butyl ester (Example M155) (320 mg, 0.604 mmol) by treatment with TFA in CH2Cl2 according to the general procedure N. Obtained as a light yellow solid (164 mg, 66%). Reactants: S(=O)(Cl)Cl (thionyl chloride), O (Water), OCC=1N=CN(C1C)S(=O)(=O)N(C)C (4-(hydroxymethyl)-N,N,5-trimethyl-1H-imidazole-1-sulphonamide), CN(C)C=O (DMF). Run in ClCCl (dichloromethane), ClCCl (dichloromethane). Reaction conditions: time 30 minute. The product is ClCC=1N=CN(C1C)S(=O)(=O)N(C)C (4-(Chloromethyl)-N,N,5-trimethyl-1H-imidazole-1-sulphonamide). Isolated yield 97.7%. As a reaction SMILES: O[CH2:2][C:3]1[N:4]=[CH:5][N:6]([S:9]([N:12]([CH3:14])[CH3:13])(=[O:11])=[O:10])[C:7]=1[CH3:8].CN(C=O)C.S(Cl)([Cl:22])=O.O>ClCCl>[Cl:22][CH2:2][C:3]1[N:4]=[CH:5][N:6]([S:9]([N:12]([CH3:14])[CH3:13])(=[O:11])=[O:10])[C:7]=1[CH3:8]. Reported procedure: A suspension of 4-(hydroxymethyl)-N,N,5-trimethyl-1H-imidazole-1-sulphonamide (2.86 g) in dry dichloromethane (200 ml) containing DMF (0.5 ml) was treated dropwise with a solution of thionyl chloride (1.178 g) in dichloromethane (10 ml). The reaction mixture was cooled in ice during the addition and blanketed with nitrogen. When addition was complete (ca. 5 min), stirring was continued at 0° for a further 30 min. Water (200 ml) was then added and the organic phase was separated, washed with 8% s...